From a dataset of the Open Reaction Database (ORD), a public repository of structured organic reaction records. describe an organic reaction: reactants, conditions, products, and yield The reactants are N[C@H]1COC2=C(N(C1=O)CC(=O)OC(C)(C)C)C=CC=C2 (tert-butyl 3(S)-amino-4-oxo-2,3,4,5-tetrahydro-1,5 -benzoxazepine-5-acetate), BrC(C(=O)OCC)CCCCCCCN1C(C=2C(C1=O)=CC=CC2)=O (ethyl 2-bromo-9-phthalimidononanoate), C(C)#N (acetonitrile). Solvent: C(C)N(CC)CC (triethylamine). Conditions: temperature 80 celsius. The product is C(C)OC(=O)[C@@H](CCCCCCCN1C(C=2C(C1=O)=CC=CC2)=O)N[C@H]2COC1=C(N(C2=O)CC(=O)OC(C)(C)C)C=CC=C1 (tert-butyl 3(S)-[1(R)-ethoxycarbonyl-8-phthalimidooctyl]amino-4-oxo-2,3,4,5-tetrahydro-1,5-benzoxazepine-5-acetate). The yield is 13.4%. As a reaction SMILES: [NH2:1][C@@H:2]1[C:8](=[O:9])[N:7]([CH2:10][C:11]([O:13][C:14]([CH3:17])([CH3:16])[CH3:15])=[O:12])[C:6]2[CH:18]=[CH:19][CH:20]=[CH:21][C:5]=2[O:4][CH2:3]1.Br[CH:23]([CH2:29][CH2:30][CH2:31][CH2:32][CH2:33][CH2:34][CH2:35][N:36]1[C:40](=[O:41])[C:39]2=[CH:42][CH:43]=[CH:44][CH:45]=[C:38]2[C:37]1=[O:46])[C:24]([O:26][CH2:27][CH3:28])=[O:25].C(#N)C>C(N(CC)CC)C>[CH2:27]([O:26][C:24]([C@H:23]([NH:1][C@@H:2]1[C:8](=[O:9])[N:7]([CH2:10][C:11]([O:13][C:14]([CH3:16])([CH3:17])[CH3:15])=[O:12])[C:6]2[CH:18]=[CH:19][CH:20]=[CH:21][C:5]=2[O:4][CH2:3]1)[CH2:29][CH2:30][CH2:31][CH2:32][CH2:33][CH2:34][CH2:35][N:36]1[C:37](=[O:46])[C:38]2=[CH:45][CH:44]=[CH:43][CH:42]=[C:39]2[C:40]1=[O:41])=[O:25])[CH3:28]. Reported procedure: A mixture of tert-butyl 3(S)-amino-4-oxo-2,3,4,5-tetrahydro-1,5 -benzoxazepine-5-acetate (2.1 g), ethyl 2-bromo-9-phthalimidononanoate (3 g), acetonitrile (100 ml) and triethylamine (0.96 g) is heated at 80° C. for 3 days. After evaporation of the solvent, ethyl acetate (200 ml) and water (150 ml) are added to the residue. The ethyl acetate layer is separated, dried over anhydrous magnesium sulfate and evaporated in vacuo. The oily residue is chromatographed on silica gel using hexane-ethyl acet... Reactants: C(C)(=O)O (acetic acid), CC(C)([O-])C.[K+] (Potassium-t-butoxide), N1C(C2=C3C(C=CC=C13)=CC=C2)=O (benz[cd]indol-2(1H)-one), C(C#C)Br (propargyl bromide). The solvent is CN(C=O)C (dimethylformamide). Run at time 10 minute. Product: C(C#C)N1C(C2=C3C(C=CC=C13)=CC=C2)=O (1-(2-propynyl)benz[cd]indol-2(1H)-one). The yield is 77.0%. RXN SMILES: [CH3:1][C:2](C)([O-])[CH3:3].[K+].[NH:7]1[C:15]2[C:10]3[C:11](=[CH:16][CH:17]=[CH:18][C:9]=3[C:8]1=[O:19])[CH:12]=[CH:13][CH:14]=2.C(Br)C#C.C(O)(=O)C>CN(C)C=O>[CH2:3]([N:7]1[C:15]2[C:10]3[C:11](=[CH:16][CH:17]=[CH:18][C:9]=3[C:8]1=[O:19])[CH:12]=[CH:13][CH:14]=2)[C:2]#[CH:1] |f:0.1|. Reported procedure: Potassium-t-butoxide, 6.17 g (0.055 mol) was added to a solution of 8.46 g (5 mmol) of benz[cd]indol-2(1H)-one in 100 ml of dimethylformamide. After stirring for 10 minutes at room temperature, 4.9 ml (0.055 mol) of propargyl bromide was added and the mixture was stirred for 1 hour at room temperature. The reaction mixture was acidified with acetic acid and partitioned between methylene chloride and saturated aqueous sodium bicarbonate solution. The organic layer was dried and evaporated and the... The reactants are [Cl-], O=N[O-], CCC(C)C(N)C(=O)O, [Na+], [Na+], [Na+], O=C([O-])O, O, O=S(=O)(O)O. The product is CCC(C)C(O)C(=O)O. As a reaction SMILES: [Cl-:19].[N:10](=[O:11])[O-:12].[NH2:1][CH:2]([CH:3]([CH3:4])[CH2:5][CH3:6])[C:7](=[O:8])[OH:9].[Na+:13].[Na+:18].[Na+:20].[O-:14][C:15]([OH:16])=[O:17].[OH2:26].[S:21](=[O:22])(=[O:23])([OH:24])[OH:25]>>[CH:2]([CH:3]([CH3:4])[CH2:5][CH3:6])([C:7](=[O:8])[OH:9])[OH:11]. Reaction SMILES: [Cl:1][C:2]1[CH:17]=[CH:16][C:5]([C:6]([C:8]2[CH:13]=[CH:12][C:11]([CH2:14][SH:15])=[CH:10][CH:9]=2)=[O:7])=[CH:4][CH:3]=1.[CH2:18](Br)[CH3:19].[OH-].[K+]>CO>[Cl:1][C:2]1[CH:17]=[CH:16][C:5]([C:6]([C:8]2[CH:13]=[CH:12][C:11]([CH2:14][S:15][CH2:18][CH3:19])=[CH:10][CH:9]=2)=[O:7])=[CH:4][CH:3]=1 |f:2.3|. Solvent: CO (methanol). Yields the product ClC1=CC=C(C(=O)C2=CC=C(C=C2)CSCC)C=C1 (4-Chloro-4'-ethylthiomethylbenzophenone). Starting materials: ClC1=CC=C(C(=O)C2=CC=C(C=C2)CS)C=C1 (4-chloro-4'-mercaptomethylbenzophenone), C(C)Br (ethyl bromide), [OH-].[K+] (potassium hydroxide). Conditions: time 30 minute. Reported procedure: 4-chloro-4'-mercaptomethylbenzophenone (16.0 g), ethyl bromide (7.4 g) and potassium hydroxide (4.3 g) were added to methanol (250 ml), and the mixture was stirred for 30 minutes under reflux. The reaction mixture was cooled to room temperature and then concentrated. Water was added to the residue, and the mixture was extracted with ethyl acetate. The ethyl acetate layer was washed with water and then dried over anhydrous magnesium sulfate and concentrated. The residue was purified by silica gel... The yield is 79.1%. The reactants are [Cl-].[NH4+] (ammonium chloride), 6-bromonicotinic acid nitrile, N1CCC(CC1)C(=O)O (4-piperidinylcarboxylic acid), C([O-])([O-])=O.[Na+].[Na+] (sodium carbonate), CN(C=O)C (dimethylformamide). The solvent is O (water). Run at temperature 120 celsius, time 2 hour. Yields the product C(=O)(O)C1CCN(CC1)C1=NC=C(C=C1)C#N (4-Carboxy-1-(5-cyanopyrid-2-yl)-piperidine). As a reaction SMILES: [NH:1]1[CH2:6][CH2:5][CH:4]([C:7]([OH:9])=[O:8])[CH2:3][CH2:2]1.C(=O)([O-])[O-].[Na+].[Na+].[Cl-].[NH4+:17].[CH3:18][N:19]([CH3:22])C=O>O>[C:7]([CH:4]1[CH2:5][CH2:6][N:1]([C:18]2[CH:2]=[CH:3][C:4]([C:5]#[N:17])=[CH:22][N:19]=2)[CH2:2][CH2:3]1)([OH:9])=[O:8] |f:1.2.3,4.5|. Procedure details: A suspension of 1.8 g of 6-bromonicotinic acid nitrile, 1.3 g of 4-piperidinylcarboxylic acid and 1.06 g of sodium carbonate in 15 ml of dimethylformamide is stirred for 2 hours at 120° C. After cooling, the suspension is diluted with water. 2.0 g of ammonium chloride are added and the aqueous phase is extracted with ethyl acetate. The organic phase is washed with saturated saline solution, dried over sodium sulphate and the solvent is removed under reduced pressure. Yield: 1.2 g (52% of theory)... Starting materials: COCCC1=C(N=CS1)C (5-(2-methoxyethyl)-4-methylthiazole), C(C)(=O)C=1SC(=C(N1)C)CCOC (2-acetyl-5-(2-methoxyethyl)-4-methylthiazole). Yields the product COCCC1=C(N=C(S1)C(C)(O)C=1SC(=C(N1)C)CCOC)C (1,1-Bis(5-(2-methoxyethyl)-4-methyl-2-thiazolyl)ethanol). Reaction SMILES: [CH3:1][O:2][CH2:3][CH2:4][C:5]1[S:9][CH:8]=[N:7][C:6]=1[CH3:10].[C:11]([C:14]1[S:15][C:16]([CH2:20][CH2:21][O:22][CH3:23])=[C:17]([CH3:19])[N:18]=1)(=[O:13])[CH3:12]>>[CH3:1][O:2][CH2:3][CH2:4][C:5]1[S:9][C:8]([C:11]([C:14]2[S:15][C:16]([CH2:20][CH2:21][O:22][CH3:23])=[C:17]([CH3:19])[N:18]=2)([OH:13])[CH3:12])=[N:7][C:6]=1[CH3:10]. Procedure details: From 5-(2-methoxyethyl)-4-methylthiazole and 2-acetyl-5-(2-methoxyethyl)-4-methylthiazole.